This data is from the Open Reaction Database (ORD), a public repository of structured organic reaction records. The task is: describe an organic reaction: reactants, conditions, products, and yield Starting materials: Cc1ccccc1, N#Cc1cc(Cl)ccc1OCC(O)COC(c1ccccc1)(c1ccccc1)c1ccccc1, O=S(=O)(F)C(F)(F)C(F)(F)C(F)(F)C(F)(F)F, C1CCC2=NCCCN2CC1, [Na+], [OH-]. The product is N#Cc1cc(Cl)ccc1OCC(F)COC(c1ccccc1)(c1ccccc1)c1ccccc1. RXN SMILES: [CH3:65][c:66]1[cH:67][cH:68][cH:69][cH:70][cH:71]1.[Cl:29][c:30]1[cH:31][cH:32][c:33]([O:38][CH2:39][CH:40]([CH2:41][O:42][C:43]([c:44]2[cH:45][cH:46][cH:47][cH:48][cH:49]2)([c:50]2[cH:51][cH:52][cH:53][cH:54][cH:55]2)[c:56]2[cH:57][cH:58][cH:59][cH:60][cH:61]2)[OH:62])[c:34]([C:35]#[N:36])[cH:37]1.[F:1][C:2]([F:3])([S:4]([F:5])(=[O:6])=[O:7])[C:8]([F:9])([F:10])[C:11]([F:12])([F:13])[C:14]([F:15])([F:16])[F:17].[N:18]12[CH2:19][CH2:20][CH2:21][N:22]=[C:23]1[CH2:24][CH2:25][CH2:26][CH2:27][CH2:28]2.[Na+:64].[OH-:63]>>[F:1][CH:40]([CH2:39][O:38][c:33]1[cH:32][cH:31][c:30]([Cl:29])[cH:37][c:34]1[C:35]#[N:36])[CH2:41][O:42][C:43]([c:44]1[cH:45][cH:46][cH:47][cH:48][cH:49]1)([c:50]1[cH:51][cH:52][cH:53][cH:54][cH:55]1)[c:56]1[cH:57][cH:58][cH:59][cH:60][cH:61]1. The reactants are ClC(C(C)=O)CCCl (3,5-dichloro-2-pentanone), C(#N)S.N (ammonium rhodanide). Run in CC(=O)CC (methyl-ethyl-ketone). Reaction conditions: time 1 hour. The product is S(C#N)C(C(C)=O)CCCl (3-thiocyanato-5-chloro-2-pentanone). The yield is 95.7%. Reaction SMILES: Cl[CH:2]([CH2:6][CH2:7][Cl:8])[C:3](=[O:5])[CH3:4].[C:9]([SH:11])#[N:10].N>CC(CC)=O>[S:11]([CH:2]([CH2:6][CH2:7][Cl:8])[C:3](=[O:5])[CH3:4])[C:9]#[N:10] |f:1.2|. Reported procedure: A suspension of 7.8 g (0.05 moles) of 3,5-dichloro-2-pentanone with 3.9 g (0.051 moles) of ammonium rhodanide in 50 cm3 of methyl-ethyl-ketone is boiled for 1 hour under stirring. Then the procedure described in Example 1 is followed. 8.5 g (95.5%) of 3-thiocyanato-5-chloro-2-pentanone are obtained, which after distillation is identical in all respect with the product of Example 1. Starting materials: Cl, COC=C1CCC(c2ccc(F)c(F)c2)CC1. Product: O=CC1CCC(c2ccc(F)c(F)c2)CC1. As a reaction SMILES: [ClH:18].[F:1][c:2]1[c:3]([F:17])[cH:4][c:5]([CH:8]2[CH2:9][CH2:10][C:11](=[CH:14][O:15][CH3:16])[CH2:12][CH2:13]2)[cH:6][cH:7]1>>[F:1][c:2]1[c:3]([F:17])[cH:4][c:5]([CH:8]2[CH2:9][CH2:10][CH:11]([CH:14]=[O:15])[CH2:12][CH2:13]2)[cH:6][cH:7]1. Reactants: [BH3-]C#N, CN(C)c1ccc(C=O)cc1, CC#N, CC(=O)O, CO, O=C(CNC(=O)c1cccc(C(F)(F)F)c1)NCC1CCNCC1, [Na+], O=C=Nc1ccccc1. The product is CN(C)c1ccc(CN2CCC(CNC(=O)CNC(=O)c3cccc(C(F)(F)F)c3)CC2)cc1. RXN SMILES: [C:25]([BH3-:26])#[N:27].[CH3:29][N:30]([c:31]1[cH:32][cH:33][c:34]([CH:35]=[O:36])[cH:37][cH:38]1)[CH3:39].[CH3:49][C:50]#[N:51].[CH3:52][C:53](=[O:54])[OH:55].[CH3:56][OH:57].[F:1][C:2]([c:3]1[cH:4][c:5]([C:6](=[O:7])[NH:8][CH2:9][C:10](=[O:11])[NH:12][CH2:13][CH:14]2[CH2:15][CH2:16][NH:17][CH2:18][CH2:19]2)[cH:20][cH:21][cH:22]1)([F:23])[F:24].[Na+:28].[O:40]=[C:41]=[N:42][c:43]1[cH:44][cH:45][cH:46][cH:47][cH:48]1>>[F:1][C:2]([c:3]1[cH:4][c:5]([C:6](=[O:7])[NH:8][CH2:9][C:10](=[O:11])[NH:12][CH2:13][CH:14]2[CH2:15][CH2:16][N:17]([CH2:35][c:34]3[cH:33][cH:32][c:31]([N:30]([CH3:29])[CH3:39])[cH:38][cH:37]3)[CH2:18][CH2:19]2)[cH:20][cH:21][cH:22]1)([F:23])[F:24]. Starting materials: CC(C(=O)OC(C)(C)C)(CC(=O)O[C@@H]1C([C@@H]2CC[C@]3([C@@]4(CC[C@@]5(C([C@H]4CC[C@@H]3[C@]2(CC1)C)=C(C(C5)=O)C(C)C)\C=C\C(=O)NC5=CC=C(C=C5)Cl)C)C)(C)C)C (1-tert-butyl 4-((3aS,5aR,5bR,7aR,9S,11aR,11bR,13aS)-3a-((E)-3-((4-chlorophenyl)amino)-3-oxoprop-1-en-1-yl)-1-isopropyl-5a,5b,8,8,11a-pentamethyl-2-oxo-3,3a,4,5,5a,5b,6,7,7a,8,9,10,11,11a,11b,12,13,13a-octadecahydro-2H-cyclopenta[a]chrysen-9-yl) 2,2-dimethylsuccinate), C(=O)(C(F)(F)F)O (TFA), CC#N (MeCN). Solvent: ClCCl (Dichloromethane). Product: C(=O)(C(F)(F)F)O.O (TFA H2O), ClC1=CC=C(C=C1)NC(/C=C/[C@]12C([C@H]3CC[C@@H]4[C@]5(CC[C@@H](C([C@@H]5CC[C@]4([C@@]3(CC1)C)C)(C)C)OC(CC(C(=O)O)(C)C)=O)C)=C(C(C2)=O)C(C)C)=O (4-(((3aS,5aR,5bR,7aR,9S,11aR,11bR,13aS)-3a-((E)-3-((4-chlorophenyl)amino)-3-oxoprop-1-en-1-yl)-1-isopropyl-5a,5b,8,8,11a-pentamethyl-2-oxo-3,3a,4,5,5a,5b,6,7,7a,8,9,10,11,11a,11b,12,13,13a-octadecahydro-2H-cyclopenta[a]chrysen-9-yl)oxy)-2,2-dimethyl-4-oxobutanoic acid). Isolated yield 93.5%. RXN SMILES: [CH3:1][C:2]([CH3:56])([CH2:10][C:11]([O:13][C@H:14]1[CH2:31][CH2:30][C@@:29]2([CH3:32])[C@@H:16]([CH2:17][CH2:18][C@:19]3([CH3:53])[C@@H:28]2[CH2:27][CH2:26][C@H:25]2[C@@:20]3([CH3:52])[CH2:21][CH2:22][C@@:23]3(/[CH:40]=[CH:41]/[C:42]([NH:44][C:45]4[CH:50]=[CH:49][C:48]([Cl:51])=[CH:47][CH:46]=4)=[O:43])[CH2:35][C:34](=[O:36])[C:33]([CH:37]([CH3:39])[CH3:38])=[C:24]32)[C:15]1([CH3:55])[CH3:54])=[O:12])[C:3]([O:5]C(C)(C)C)=[O:4].[C:57]([OH:63])([C:59]([F:62])([F:61])[F:60])=[O:58].CC#N>ClCCl>[C:57]([OH:63])([C:59]([F:62])([F:61])[F:60])=[O:58].[OH2:4].[Cl:51][C:48]1[CH:49]=[CH:50][C:45]([NH:44][C:42](=[O:43])/[CH:41]=[CH:40]/[C@:23]23[CH2:35][C:34](=[O:36])[C:33]([CH:37]([CH3:38])[CH3:39])=[C:24]2[C@@H:25]2[C@@:20]([CH3:52])([CH2:21][CH2:22]3)[C@@:19]3([CH3:53])[C@@H:28]([C@:29]4([CH3:32])[C@@H:16]([CH2:17][CH2:18]3)[C:15]([CH3:54])([CH3:55])[C@@H:14]([O:13][C:11](=[O:12])[CH2:10][C:2]([CH3:1])([CH3:56])[C:3]([OH:5])=[O:4])[CH2:31][CH2:30]4)[CH2:27][CH2:26]2)=[CH:46][CH:47]=1 |f:4.5|. Procedure details: To a solution of 1-tert-butyl 4-((3aS,5aR,5bR,7aR,9S,11aR,11bR,13aS)-3a-((E)-3-((4-chlorophenyl)amino)-3-oxoprop-1-en-1-yl)-1-isopropyl-5a,5b,8,8,11a-pentamethyl-2-oxo-3,3a,4,5,5a,5b,6,7,7a,8,9,10,11,11a,11b,12,13,13a-octadecahydro-2H-cyclopenta[a]chrysen-9-yl) 2,2-dimethylsuccinate (230 mg, 0.291 mmol) in Dichloromethane (DCM) (4 mL) was added TFA (2 mL, 0.291 mmol). The reaction mixture was stirred at r.t for 2 hs and evaporated in vacuo to afford crude product, which was purified by preparati...